Dataset: the Open Reaction Database (ORD), a public repository of structured organic reaction records. Task: describe an organic reaction: reactants, conditions, products, and yield Reactants: BrCc1ccc(Br)cc1, C1CCNC1, CCOC(C)=O, ClCCl. The product is Brc1ccc(CN2CCCC2)cc1. As a reaction SMILES: [Br:6][c:7]1[cH:8][cH:9][c:10]([CH2:11][Br:12])[cH:13][cH:14]1.[CH2:1]1[CH2:2][CH2:3][NH:4][CH2:5]1.[CH3:18][CH2:19][O:20][C:21]([CH3:22])=[O:23].[Cl:15][CH2:16][Cl:17]>>[CH2:1]1[CH2:2][CH2:3][N:4]([CH2:11][c:10]2[cH:9][cH:8][c:7]([Br:6])[cH:14][cH:13]2)[CH2:5]1. The reactants are CCOC(=O)C (EtOAc), CC1(OB(OC1(C)C)C1=C(C=CC=C1)C(C#C[Si](C)(C)C)C)C (4,4,5,5-Tetramethyl-2-[2-(1-methyl-3-trimethylsilanyl-prop-2-ynyl)-phenyl]-[1,3,2]dioxaborolane), NaIO4, CC(=O)O (AcOH). Run in hexanes, C(Cl)Cl (CH2Cl2), C1CCOC1 (THF). Product: CC(C#C[Si](C)(C)C)C1=C(C=CC=C1)B(O)O (2-(1-Methyl-3-trimethylsilanyl-prop-2-ynyl)-phenylboronic acid). The yield is 82.0%. RXN SMILES: CC1(C)C(C)(C)[O:5][B:4]([C:9]2[CH:14]=[CH:13][CH:12]=[CH:11][C:10]=2[CH:15]([CH3:22])[C:16]#[C:17][Si:18]([CH3:21])([CH3:20])[CH3:19])[O:3]1.CC(O)=O.CCOC(C)=O>C1COCC1.C(Cl)Cl>[CH3:22][CH:15]([C:10]1[CH:11]=[CH:12][CH:13]=[CH:14][C:9]=1[B:4]([OH:5])[OH:3])[C:16]#[C:17][Si:18]([CH3:21])([CH3:19])[CH3:20]. Reported procedure: A mixture of 13.93 grams (42.4 mmol, 1.0 eq) of boronate 9 and 27.2 grams (127 mmol, 3.0 eq) of NaIO4 in 126 mL of dry THF was stirred in a 250 mL round bottom flask at room temperature. To this heterogenous mixture was added 42 mL of AcOH (0.5 M). The mixture was warmed to 45° C. and stirred vigorously until complete by TLC (1:1 hexanes:EtOAc). Upon completion (˜65 hours) the mixture was diluted with CH2Cl2 and washed with H2O. The aqueous layer was extracted twice more with CH2Cl2 and the comb... Reactants: N1N=CN=C1 (1H-1,2,4-triazole), [H-].[Na+] (sodium hydride), CN(C=O)C (dimethylformamide), FC1=C(C=CC(=C1)F)[C@]1([C@@H](C)N2C(N(CC2)C2=CC=C(C=C2)OCC(C(F)F)(F)F)=O)CO1 (1-[(1R,2S)-2-(2,4-difluorophenyl)-2,3-epoxy-1-methylpropyl]-3-[4-(2,2,3,3-tetrafluoropropoxy)phenyl]-2-imidazolidinone), resultant mixture. The solvent is O (water). Run at time 20 minute. Product: FC1=C(C=CC(=C1)F)[C@]([C@@H](C)N1C(N(CC1)C1=CC=C(C=C1)OCC(C(F)F)(F)F)=O)(CN1N=CN=C1)O (1-[(1R,2R)-2-(2,4-difluorophenyl)-2-hydroxy-1-methyl-3-(1H-1,2,4-triazol-1-yl)propyl]-3-[4-(2,2,3,3-tetrafluoropropoxy) phenyl]-2-imidazolidinone). As a reaction SMILES: [NH:1]1[CH:5]=[N:4][CH:3]=[N:2]1.[H-].[Na+].CN(C)C=O.[F:13][C:14]1[CH:19]=[C:18]([F:20])[CH:17]=[CH:16][C:15]=1[C@:21]1([O:45][CH2:44]1)[C@H:22]([N:24]1[CH2:28][CH2:27][N:26]([C:29]2[CH:34]=[CH:33][C:32]([O:35][CH2:36][C:37]([F:42])([F:41])[CH:38]([F:40])[F:39])=[CH:31][CH:30]=2)[C:25]1=[O:43])[CH3:23]>O>[F:13][C:14]1[CH:19]=[C:18]([F:20])[CH:17]=[CH:16][C:15]=1[C@@:21]([OH:45])([CH2:44][N:1]1[CH:5]=[N:4][CH:3]=[N:2]1)[C@H:22]([N:24]1[CH2:28][CH2:27][N:26]([C:29]2[CH:30]=[CH:31][C:32]([O:35][CH2:36][C:37]([F:41])([F:42])[CH:38]([F:39])[F:40])=[CH:33][CH:34]=2)[C:25]1=[O:43])[CH3:23] |f:1.2|. Reported procedure: A mixture of 0.41 g of 1H-1,2,4-triazole, 0.19 g of 60% sodium hydride in oil and 12 ml of dimethylformamide was stirred at room temperature for 20 minutes, and added with 0.85 g of 1-[(1R,2S)-2-(2,4-difluorophenyl)-2,3-epoxy-1-methylpropyl]-3-[4-(2,2,3,3-tetrafluoropropoxy)phenyl]-2-imidazolidinone obtained in Step 3 and the resultant mixture was heated at 60° C. for 4 hours. After cooling, 20 ml of water was added to the reaction mixture and the mixture was extracted with 80 ml of ethyl acetat...